Task: describe an organic reaction: reactants, conditions, products, and yield. Dataset: the Open Reaction Database (ORD), a public repository of structured organic reaction records Reactants: CCO, [Cl-], O=[N+]([O-])c1cccc(-c2cc(-c3c(Cl)cccc3Cl)n[nH]2)c1, [Fe], [NH4+]. The product is Nc1cccc(-c2cc(-c3c(Cl)cccc3Cl)n[nH]2)c1. As a reaction SMILES: [CH3:25][CH2:26][OH:27].[Cl-:23].[Cl:1][c:2]1[c:3](-[c:9]2[n:10][nH:11][c:12](-[c:14]3[cH:15][c:16]([N+:20]([O-:21])=[O:22])[cH:17][cH:18][cH:19]3)[cH:13]2)[c:4]([Cl:8])[cH:5][cH:6][cH:7]1.[Fe:28].[NH4+:24]>>[Cl:1][c:2]1[c:3](-[c:9]2[n:10][nH:11][c:12](-[c:14]3[cH:15][c:16]([NH2:20])[cH:17][cH:18][cH:19]3)[cH:13]2)[c:4]([Cl:8])[cH:5][cH:6][cH:7]1. Reactants: CC(C)=O, COC(OC)C1=NOC2(CCCCC2)C1, O. Product: O=CC1=NOC2(CCCCC2)C1. As a reaction SMILES: [CH3:16][C:17](=[O:18])[CH3:19].[CH3:1][O:2][CH:3]([C:4]1=[N:5][O:6][C:7]2([CH2:8]1)[CH2:9][CH2:10][CH2:11][CH2:12][CH2:13]2)[O:14][CH3:15].[OH2:20]>>[O:2]=[CH:3][C:4]1=[N:5][O:6][C:7]2([CH2:8]1)[CH2:9][CH2:10][CH2:11][CH2:12][CH2:13]2. Reactants: C(C)(=O)O (acetic acid), [OH-].[K+] (potassium hydroxide), C(N)(=O)C1=C(N=C(C(=N1)C1=CC=C(C=C1)C1=C(C=C(C=C1F)C1(CC1)C(=O)OC)F)C)C (methyl 1-(4′-(6-carbamoyl-3,5-dimethylpyrazin-2-yl)-2,6-difluorobiphenyl-4-yl)cyclopropanecarboxylate), C(N)(=O)C1=C(N=C(C(=N1)C1=CC=C(C=C1)C1=C(C=C(C=C1F)C1(CC1)C(=O)OC)F)C)C (methyl 1-(4′-(6-carbamoyl-3,5-dimethylpyrazin-2-yl)-2,6-difluorobiphenyl-4-yl)cyclopropanecarboxylate). The solvent is C(C)O (ethanol), C(C)(C)(C)O (tert-butanol). Conditions: temperature 40 celsius, time 1 hour. Product: C(N)(=O)C1=C(N=C(C(=N1)C1=CC=C(C=C1)C1=C(C=C(C=C1F)C1(CC1)C(=O)O)F)C)C (1-(4′-(6-carbamoyl-3,5-dimethylpyrazin-2-yl)-2,6-difluorobiphenyl-4-yl)cyclopropanecarboxylic acid). The yield is 38.4%. As a reaction SMILES: [OH-].[K+].[C:3]([C:6]1[N:11]=[C:10]([C:12]2[CH:17]=[CH:16][C:15]([C:18]3[C:23]([F:24])=[CH:22][C:21]([C:25]4([C:28]([O:30]C)=[O:29])[CH2:27][CH2:26]4)=[CH:20][C:19]=3[F:32])=[CH:14][CH:13]=2)[C:9]([CH3:33])=[N:8][C:7]=1[CH3:34])(=[O:5])[NH2:4].C(O)(=O)C>C(O)(C)(C)C.C(O)C>[C:3]([C:6]1[N:11]=[C:10]([C:12]2[CH:13]=[CH:14][C:15]([C:18]3[C:23]([F:24])=[CH:22][C:21]([C:25]4([C:28]([OH:30])=[O:29])[CH2:26][CH2:27]4)=[CH:20][C:19]=3[F:32])=[CH:16][CH:17]=2)[C:9]([CH3:33])=[N:8][C:7]=1[CH3:34])(=[O:5])[NH2:4] |f:0.1|. Procedure details: Powdered potassium hydroxide (91 mg, 1.62 mmol) was added in one portion to methyl 1-(4′-(6-carbamoyl-3,5-dimethylpyrazin-2-yl)-2,6-difluorobiphenyl-4-yl)cyclopropanecarboxylate (Intermediate 28-1; 142 mg, 0.32 mmol) in tert-butanol (10 mL). The resulting yellow cloudy suspension was stirred at 40° C. for 1 hour. The reaction mixture was quenched with acetic acid (0.149 mL, 2.60 mmol) in ethanol (2 mL) and the resulting solution stirred for a further 10 minutes before being evaporated to dryness...